Dataset: the Open Reaction Database (ORD), a public repository of structured organic reaction records. Task: describe an organic reaction: reactants, conditions, products, and yield The reactants are C(C)(C)(C)OC(NC1=C(C=C(C(=C1)OCC)C(F)(F)F)N)=O ((2-amino-5-ethoxy-4-trifluoromethyl-phenyl)-carbamic acid tert-butyl ester), C(C)(C)(C)OC(CC(=O)C1=CC(=CC=C1)C=1C=NC(=CC1C)C1CC1)=O (3-[3-(6-cyclopropyl-4-methyl-pyridin-3-yl)-phenyl]-3-oxo-propionic acid tert-butyl ester). Yields the product C(C)(C)(C)OC(NC1=C(C=C(C(=C1)OCC)C(F)(F)F)NC(CC(=O)C1=CC(=CC=C1)C=1C=NC(=CC1C)C1CC1)=O)=O ((2-{3-[3-(6-Cyclopropyl-4-methyl-pyridin-3-yl)-phenyl]-3-oxo-propionylamino}-5-ethoxy-4-trifluoromethyl-phenyl)-carbamic acid tert-butyl ester). As a reaction SMILES: [C:1]([O:5][C:6](=[O:22])[NH:7][C:8]1[CH:13]=[C:12]([O:14][CH2:15][CH3:16])[C:11]([C:17]([F:20])([F:19])[F:18])=[CH:10][C:9]=1[NH2:21])([CH3:4])([CH3:3])[CH3:2].C([O:27][C:28](=O)[CH2:29][C:30]([C:32]1[CH:37]=[CH:36][CH:35]=[C:34]([C:38]2[CH:39]=[N:40][C:41]([CH:45]3[CH2:47][CH2:46]3)=[CH:42][C:43]=2[CH3:44])[CH:33]=1)=[O:31])(C)(C)C>>[C:1]([O:5][C:6](=[O:22])[NH:7][C:8]1[CH:13]=[C:12]([O:14][CH2:15][CH3:16])[C:11]([C:17]([F:20])([F:19])[F:18])=[CH:10][C:9]=1[NH:21][C:28](=[O:27])[CH2:29][C:30]([C:32]1[CH:37]=[CH:36][CH:35]=[C:34]([C:38]2[CH:39]=[N:40][C:41]([CH:45]3[CH2:46][CH2:47]3)=[CH:42][C:43]=2[CH3:44])[CH:33]=1)=[O:31])([CH3:2])([CH3:3])[CH3:4]. Reported procedure: The title compound was prepared from (2-amino-5-ethoxy-4-trifluoromethyl-phenyl)-carbamic acid tert-butyl ester (Example J8) (240 mg, 0.75 mmol) and 3-[3-(6-cyclopropyl-4-methyl-pyridin-3-yl)-phenyl]-3-oxo-propionic acid tert-butyl ester (Example K33) (264 mg, 0.75 mmol) according to the general procedure M. Obtained as an amorphous light yellow substance (345 mg, 77%). Starting materials: CC1=C(C(=CC=C1)C)NC(\C=C\C)=O (N-(2,6-dimethylphenyl)crotonamide), CC1=NCCN1 (lysidine), CS(=O)(=O)O (methanesulphonic acid). The solvent is C(C)O (ethanol). Yields the product CC=1N(CCN1)C(CC(NC1=C(C=CC=C1C)C)=O)C (2-Methyl-1-[1-methyl-2-[(2,6-dimethylphenyl)carbamoyl]ethyl]-2-imidazoline). RXN SMILES: [CH3:1][C:2]1[CH:7]=[CH:6][CH:5]=[C:4]([CH3:8])[C:3]=1[NH:9][C:10](=[O:14])/[CH:11]=[CH:12]/[CH3:13].[CH3:15][C:16]1[NH:20][CH2:19][CH2:18][N:17]=1.CS(O)(=O)=O>C(O)C>[CH3:15][C:16]1[N:20]([CH:12]([CH3:13])[CH2:11][C:10](=[O:14])[NH:9][C:3]2[C:2]([CH3:1])=[CH:7][CH:6]=[CH:5][C:4]=2[CH3:8])[CH2:19][CH2:18][N:17]=1. Reported procedure: Combine 1.89 gm. (0.01 M) N-(2,6-dimethylphenyl)crotonamide, 0.90 gm. (0.0107 M) lysidine, 0.01 gm. (~0.001 M) methanesulphonic acid and about 40 ml. of ethanol in a pressure bottle and heat (bath temp. 100°-110° C.) for about 100 hours. Remove the solvent in vacuo, add about 50 ml. of water. Adjust the pH to 8.0 with concentrated HCl, and extract the aqueous phase with 2×25 ml. methylene chloride. Then adjust the aqueous phase to pH 13 with 50% sodium hydroxide and extract with 3×30 ml. of meth...